This data is from the Open Reaction Database (ORD), a public repository of structured organic reaction records. The task is: describe an organic reaction: reactants, conditions, products, and yield Product: CC(CBr)NC(=O)OC(C)(C)C. RXN SMILES: [C:13]([Br:14])([Br:15])([Br:16])[Br:17].[OH:1][CH2:2][CH:3]([CH3:4])[NH:5][C:6]([O:7][C:8]([CH3:9])([CH3:10])[CH3:11])=[O:12].[c:18]1([P:19]([c:20]2[cH:21][cH:22][cH:23][cH:24][cH:25]2)[c:26]2[cH:27][cH:28][cH:29][cH:30][cH:31]2)[cH:32][cH:33][cH:34][cH:35][cH:36]1>>[CH2:2]([CH:3]([CH3:4])[NH:5][C:6]([O:7][C:8]([CH3:9])([CH3:10])[CH3:11])=[O:12])[Br:14]. Starting materials: BrC(Br)(Br)Br, CC(CO)NC(=O)OC(C)(C)C, c1ccc(P(c2ccccc2)c2ccccc2)cc1.